This data is from the Open Reaction Database (ORD), a public repository of structured organic reaction records. The task is: describe an organic reaction: reactants, conditions, products, and yield Reactants: CC(C)(C)OC(=O)N1CCOC(Cc2cccc(CO)c2)C1, CN(C)C=O, CI, CCOC(C)=O, [H-], [Na+]. Yields the product COCc1cccc(CC2CN(C(=O)OC(C)(C)C)CCO2)c1. As a reaction SMILES: [C:1]([CH3:2])([CH3:3])([CH3:4])[O:5][C:6](=[O:7])[N:8]1[CH2:9][CH:10]([CH2:14][c:15]2[cH:16][c:17]([CH2:21][OH:22])[cH:18][cH:19][cH:20]2)[O:11][CH2:12][CH2:13]1.[CH3:23][N:24]([CH3:25])[CH:26]=[O:27].[CH3:30][I:31].[CH3:32][CH2:33][O:34][C:35](=[O:36])[CH3:37].[H-:28].[Na+:29]>>[C:1]([CH3:2])([CH3:3])([CH3:4])[O:5][C:6](=[O:7])[N:8]1[CH2:9][CH:10]([CH2:14][c:15]2[cH:16][c:17]([CH2:21][O:22][CH3:23])[cH:18][cH:19][cH:20]2)[O:11][CH2:12][CH2:13]1.